Dataset: the Open Reaction Database (ORD), a public repository of structured organic reaction records. Task: describe an organic reaction: reactants, conditions, products, and yield Reactants: CN(CCCN=C=NCC)C (1-(3-dimethylaminopropyl)-3-ethylcarbodiimide), C1[C@@H]2N(CCN1)CCC2 ((R)-octahydropyrrolo[1,2-a]pyrazine), C(C)(C)N(S(=O)(=O)C1=CC(=CC=C1)C(F)(F)F)C=1C=C(C(=O)O)C=CC1 (3-(N-isopropyl-3-(trifluoromethyl)phenylsulfonamido)benzoic acid), O.ON1N=NC2=C1C=CC=C2 (1-hydroxybenzotriazole hydrate). The solvent is ClCCl (dichloromethane), ClCCl (dichloromethane), ClCCl.CN(C=O)C (dichloromethane N,N-dimethylformamide). Reaction conditions: time 5 minute. The product is C1[C@@H]2N(CCN1C(=O)C=1C=C(C=CC1)N(S(=O)(=O)C1=CC(=CC=C1)C(F)(F)F)C(C)C)CCC2 (N-{3-[(8aR)-hexahydropyrrolo[1,2-a]pyrazin-2(1H)-ylcarbonyl]phenyl}-N-isopropyl-3-(trifluoromethyl)benzenesulfonamide). Reaction SMILES: [CH:1]([N:4]([C:18]1[CH:19]=[C:20]([CH:24]=[CH:25][CH:26]=1)[C:21]([OH:23])=O)[S:5]([C:8]1[CH:13]=[CH:12][CH:11]=[C:10]([C:14]([F:17])([F:16])[F:15])[CH:9]=1)(=[O:7])=[O:6])([CH3:3])[CH3:2].O.ON1C2C=CC=CC=2N=N1.CN(C)CCCN=C=NCC.[CH2:49]1[NH:54][CH2:53][CH2:52][N:51]2[CH2:55][CH2:56][CH2:57][C@H:50]12>ClCCl.CN(C)C=O.ClCCl>[CH2:49]1[N:54]([C:21]([C:20]2[CH:19]=[C:18]([N:4]([CH:1]([CH3:3])[CH3:2])[S:5]([C:8]3[CH:13]=[CH:12][CH:11]=[C:10]([C:14]([F:17])([F:15])[F:16])[CH:9]=3)(=[O:7])=[O:6])[CH:26]=[CH:25][CH:24]=2)=[O:23])[CH2:53][CH2:52][N:51]2[CH2:55][CH2:56][CH2:57][C@H:50]12 |f:1.2,5.6|. Procedure details: To a mixture of 3-(N-isopropyl-3-(trifluoromethyl)phenylsulfonamido)benzoic acid (155 mg, 0.4 mmol) and 1-hydroxybenzotriazole hydrate (61 mg, 0.4 mmol) in dichloromethane/N,N-dimethylformamide (4:1, 6 mL) was added 1-(3-dimethylaminopropyl)-3-ethylcarbodiimide (EDC, 62 mg, 0.4 mmol) in dichloromethane (1 mL). After 5 minutes, (R)-octahydropyrrolo[1,2-a]pyrazine (50 mg, 0.4 mmol) in dichloromethane (1 mL) was added. The mixture was stirred at room temperature overnight. Then the mixture was conc...